From a dataset of the Open Reaction Database (ORD), a public repository of structured organic reaction records. describe an organic reaction: reactants, conditions, products, and yield Starting materials: C(C)N1C(C=CC2=CN=C(C=C12)NC1=CC=CC=C1)=O (1-ethyl-7-phenylamino-1H-[1,6]naphthyridin-2-one), [H][H] (hydrogen). Reagents/catalysts: [Ni] (Raney nickel). The solvent is C(C)O (ethanol). Yields the product C(C)N1C(CCC2=CN=C(C=C12)NC1=CC=CC=C1)=O (1-ethyl-7-phenylamino-3,4-dihydro-1H-[1,6]naphthyridin-2-one). Yield: 12.9%. RXN SMILES: [CH2:1]([N:3]1[C:12]2[C:7](=[CH:8][N:9]=[C:10]([NH:13][C:14]3[CH:19]=[CH:18][CH:17]=[CH:16][CH:15]=3)[CH:11]=2)[CH:6]=[CH:5][C:4]1=[O:20])[CH3:2].[H][H]>[Ni].C(O)C>[CH2:1]([N:3]1[C:12]2[C:7](=[CH:8][N:9]=[C:10]([NH:13][C:14]3[CH:19]=[CH:18][CH:17]=[CH:16][CH:15]=3)[CH:11]=2)[CH2:6][CH2:5][C:4]1=[O:20])[CH3:2]. Procedure: A suspension of 1-ethyl-7-phenylamino-1H-[1,6]naphthyridin-2-one from Example W (75 mg, 0.29 mmol), 0.6 g of Raney nickel, and 50 mL of ethanol was stirred under 50 psi of hydrogen at room temperature for 23 hours. The suspension was filtered and the filtrate was concentrated to a solid residue that was purified by preparative thin layer chromatography to give 1-ethyl-7-phenylamino-3,4-dihydro-1H-[1,6]naphthyridin-2-one (10 mg, 13% yield): mp 137-138° C. Reactants: CC(C)(C)OC(=O)NCCCCCCOc1ccc(CNc2nc(Nc3ccc(C(=O)O)cc3)nc(OCC(F)(F)F)n2)cc1, CCN(C(C)C)C(C)C, F[B-](F)(F)F, CC(C)(C)OC(=O)N1CC(N)C(C(=O)O)C1, CN(C)C(On1nnc2ccccc21)=[N+](C)C. Yields the product CC(C)(C)OC(=O)NCCCCCCOc1ccc(CNc2nc(Nc3ccc(C(=O)NC4CN(C(=O)OC(C)(C)C)CC4C(=O)O)cc3)nc(OCC(F)(F)F)n2)cc1. Reaction SMILES: [C:1]([CH3:2])([CH3:3])([CH3:4])[O:5][C:6](=[O:7])[NH:8][CH2:9][CH2:10][CH2:11][CH2:12][CH2:13][CH2:14][O:15][c:16]1[cH:17][cH:18][c:19]([CH2:20][NH:21][c:22]2[n:23][c:24]([NH:34][c:35]3[cH:36][cH:37][c:38]([C:39](=[O:40])[OH:41])[cH:42][cH:43]3)[n:25][c:26]([O:28][CH2:29][C:30]([F:31])([F:32])[F:33])[n:27]2)[cH:44][cH:45]1.[CH:84]([N:85]([CH2:86][CH3:87])[CH:88]([CH3:89])[CH3:90])([CH3:91])[CH3:92].[F:62][B-:63]([F:64])([F:65])[F:66].[NH2:46][CH:47]1[CH:48]([C:59](=[O:60])[OH:61])[CH2:49][N:50]([C:52](=[O:53])[O:54][C:55]([CH3:56])([CH3:57])[CH3:58])[CH2:51]1.[n:67]1([O:68][C:69]([N:70]([CH3:71])[CH3:72])=[N+:73]([CH3:74])[CH3:75])[c:76]2[cH:77][cH:78][cH:79][cH:80][c:81]2[n:82][n:83]1>>[C:1]([CH3:2])([CH3:3])([CH3:4])[O:5][C:6](=[O:7])[NH:8][CH2:9][CH2:10][CH2:11][CH2:12][CH2:13][CH2:14][O:15][c:16]1[cH:17][cH:18][c:19]([CH2:20][NH:21][c:22]2[n:23][c:24]([NH:34][c:35]3[cH:36][cH:37][c:38]([C:39](=[O:40])[NH:46][CH:47]4[CH:48]([C:59](=[O:60])[OH:61])[CH2:49][N:50]([C:52](=[O:53])[O:54][C:55]([CH3:56])([CH3:57])[CH3:58])[CH2:51]4)[cH:42][cH:43]3)[n:25][c:26]([O:28][CH2:29][C:30]([F:31])([F:32])[F:33])[n:27]2)[cH:44][cH:45]1. Reactants: C=CCC1CC2C3CCc4cc(OCc5ccccc5)ccc4C3CCC2(C)C1OC(C)=O, C1CCOC1, C[N+](C)(C)[O-], COCCOCCOC, O. Product: CC(=O)OC1C(CCCO)CC2C3CCc4cc(OCc5ccccc5)ccc4C3CCC21C. RXN SMILES: [C:1]([CH3:2])(=[O:3])[O:4][CH:5]1[C:6]2([CH3:7])[CH:8]([CH2:9][CH:10]1[CH2:11][CH:12]=[CH2:13])[CH:14]1[CH2:15][CH2:16][c:17]3[cH:18][c:19]([O:26][CH2:27][c:28]4[cH:29][cH:30][cH:31][cH:32][cH:33]4)[cH:20][cH:21][c:22]3[CH:23]1[CH2:24][CH2:25]2.[CH2:49]1[O:50][CH2:51][CH2:52][CH2:53]1.[CH3:34][N+:35]([CH3:36])([CH3:37])[O-:38].[CH3:40][O:41][CH2:42][CH2:43][O:44][CH2:45][CH2:46][O:47][CH3:48].[OH2:39]>>[C:1]([CH3:2])(=[O:3])[O:4][CH:5]1[C:6]2([CH3:7])[CH:8]([CH2:9][CH:10]1[CH2:11][CH2:12][CH2:13][OH:38])[CH:14]1[CH2:15][CH2:16][c:17]3[cH:18][c:19]([O:26][CH2:27][c:28]4[cH:29][cH:30][cH:31][cH:32][cH:33]4)[cH:20][cH:21][c:22]3[CH:23]1[CH2:24][CH2:25]2. Reactants: CN(C)C=O, [Cl-], CCOC(CCCNC(=O)OCCCCCCl)OCC, [H-], [Na+], [Na+], O. Yields the product CCOC(CCCN1CCCCCOC1=O)OCC. Reaction SMILES: [CH3:23][N:24]([CH3:25])[CH:26]=[O:27].[Cl-:30].[Cl:1][CH2:2][CH2:3][CH2:4][CH2:5][CH2:6][O:7][C:8]([NH:9][CH2:10][CH2:11][CH2:12][CH:13]([O:14][CH2:15][CH3:16])[O:17][CH2:18][CH3:19])=[O:20].[H-:21].[Na+:22].[Na+:29].[OH2:28]>>[CH2:2]1[CH2:3][CH2:4][CH2:5][CH2:6][O:7][C:8](=[O:20])[N:9]1[CH2:10][CH2:11][CH2:12][CH:13]([O:14][CH2:15][CH3:16])[O:17][CH2:18][CH3:19].